describe an organic reaction: reactants, conditions, products, and yield From a dataset of the Open Reaction Database (ORD), a public repository of structured organic reaction records. Reactants: ClC(=O)N1C2=C(C(NC3=C1C=CC=C3)=O)C=CC=N2 (11-(chlorocarbonyl)-6,11-dihydro-5H-pyrido[2,3-b][1,5]benzodiazepin-5-one), N1(CCCCC1)CCC1CNCCC1 (3-[2-(1-piperidinyl)ethyl]piperidine). The solvent is C(C)#N (acetonitrile). The product is N1(CCCCC1)CCC1CN(CCC1)C(=O)N1C2=C(C(NC3=C1C=CC=C3)=O)C=CC=N2 (6,11-Dihydro-11-[[3-[2-(1-piperidinyl)ethyl]-1-piperidinyl]carbonyl]-5H-pyrido[2,3-b][1,5]benzodiazepin-5-one). The yield is 50.0%. As a reaction SMILES: Cl[C:2]([N:4]1[C:10]2[CH:11]=[CH:12][CH:13]=[CH:14][C:9]=2[NH:8][C:7](=[O:15])[C:6]2[CH:16]=[CH:17][CH:18]=[N:19][C:5]1=2)=[O:3].[N:20]1([CH2:26][CH2:27][CH:28]2[CH2:33][CH2:32][CH2:31][NH:30][CH2:29]2)[CH2:25][CH2:24][CH2:23][CH2:22][CH2:21]1>C(#N)C>[N:20]1([CH2:26][CH2:27][CH:28]2[CH2:33][CH2:32][CH2:31][N:30]([C:2]([N:4]3[C:10]4[CH:11]=[CH:12][CH:13]=[CH:14][C:9]=4[NH:8][C:7](=[O:15])[C:6]4[CH:16]=[CH:17][CH:18]=[N:19][C:5]3=4)=[O:3])[CH2:29]2)[CH2:21][CH2:22][CH2:23][CH2:24][CH2:25]1. Procedure: Prepared analogously to Example 4 from 11-(chlorocarbonyl)-6,11-dihydro-5H-pyrido[2,3-b][1,5]benzodiazepin-5-one and 3-[2-(1-piperidinyl)ethyl]piperidine in a yield of 50% of theory. Colourless crystals, m.p. 168°-169° C. (acetonitrile). Reactants: ice water, [N+](=O)(O)[O-] (nitric acid), ice, C(#N)C1=NN(C=C1OC(F)F)C1=C(C=C(C=C1Cl)C(F)(F)F)Cl (3-cyano-1-(2,6-dichloro-4-trifluoromethylphenyl)-4-difluoromethoxypyrazole). Run in S(O)(O)(=O)=O (sulfuric acid). Reaction conditions: time 3 hour. Product: C(#N)C1=NN(C(=C1OC(F)F)[N+](=O)[O-])C1=C(C=C(C=C1Cl)C(F)(F)F)Cl (3-cyano-1-(2,6-dichloro-4-trifluoromethylphenyl)-4-difluoromethoxy-5-nitropyrazole). As a reaction SMILES: [N+:1]([O-:4])(O)=[O:2].[C:5]([C:7]1[C:11]([O:12][CH:13]([F:15])[F:14])=[CH:10][N:9]([C:16]2[C:21]([Cl:22])=[CH:20][C:19]([C:23]([F:26])([F:25])[F:24])=[CH:18][C:17]=2[Cl:27])[N:8]=1)#[N:6]>S(=O)(=O)(O)O>[C:5]([C:7]1[C:11]([O:12][CH:13]([F:15])[F:14])=[C:10]([N+:1]([O-:4])=[O:2])[N:9]([C:16]2[C:21]([Cl:22])=[CH:20][C:19]([C:23]([F:24])([F:25])[F:26])=[CH:18][C:17]=2[Cl:27])[N:8]=1)#[N:6]. Reported procedure: Fuming nitric acid (5 ml) was added to an ice-cooled solution of 3-cyano-1-(2,6-dichloro-4-trifluoromethylphenyl)-4-difluoromethoxypyrazole (1.5g) in concentrated sulfuric acid (20 ml). The mixture was stirred at room temperature for 3 hours then poured into ice/water and extracted into dichloromethane (3×50 ml). The combined dichloromethane extracts were washed with water (30 ml), filtered through phase-separation paper and evaporated in vacuo. The resultant gum was purified by dry-column chrom... The reactants are CO, Cl, NO, Cn1c(CN2CCC(C(C)(C)O)CC2)nc2c(N3CCOCC3)nc(-n3nc(N=C(c4ccccc4)c4ccccc4)c4ccccc43)nc21. Product: Cn1c(CN2CCC(C(C)(C)O)CC2)nc2c(N3CCOCC3)nc(-n3nc(N)c4ccccc43)nc21. As a reaction SMILES: [CH3:54][OH:55].[ClH:51].[NH2:52][OH:53].[c:1]1([C:2]([c:3]2[cH:4][cH:5][cH:6][cH:7][cH:8]2)=[N:14][c:15]2[n:16][n:17](-[c:24]3[n:25][c:26]([N:45]4[CH2:46][CH2:47][O:48][CH2:49][CH2:50]4)[c:27]4[n:28][c:29]([CH2:34][N:35]5[CH2:36][CH2:37][CH:38]([C:41]([CH3:42])([CH3:43])[OH:44])[CH2:39][CH2:40]5)[n:30]([CH3:33])[c:31]4[n:32]3)[c:18]3[cH:19][cH:20][cH:21][cH:22][c:23]23)[cH:9][cH:10][cH:11][cH:12][cH:13]1>>[NH2:14][c:15]1[n:16][n:17](-[c:24]2[n:25][c:26]([N:45]3[CH2:46][CH2:47][O:48][CH2:49][CH2:50]3)[c:27]3[n:28][c:29]([CH2:34][N:35]4[CH2:36][CH2:37][CH:38]([C:41]([CH3:42])([CH3:43])[OH:44])[CH2:39][CH2:40]4)[n:30]([CH3:33])[c:31]3[n:32]2)[c:18]2[cH:19][cH:20][cH:21][cH:22][c:23]12. Run at time 2 hour. The solvent is O1CCCC1 (tetrahydrofuran). Product: COC=1C=C2C3CCCCC3C(C(C2=CC1)O)C1=CC=C(C=C1)OC (6-Methoxy-10-(4-methoxy-phenyl)-1,2,3,4,4a,9,10,10a-octahydro-phenanthren-9-ol). Procedure: Combine 6-methoxy-10-(4-methoxy-phenyl)-2,3,4,4a,10,10a-hexahydro-1H-phenanthren-9-one (58.0 mg, 0.17 mmol), sodium borohydride (52.0 mg, 1.40 mmol), ethanol (3.0 mL), tetrahydrofuran (3.0 mL), stir, and reflux under a nitrogen atmosphere. After 2 hours, cool to ambient temperature, and concentrate in vacuo. Add ethyl acetate to reaction mixture, wash with sat ammonium chloride solution(aq), Brine, and dry over sodium sulfate. Concentrate to yield the titled compound (57.0 mg, 99%) as a white so... Isolated yield 99.1%. The reactants are COC=1C=C2C3CCCCC3C(C(C2=CC1)=O)C1=CC=C(C=C1)OC (6-methoxy-10-(4-methoxy-phenyl)-2,3,4,4a,10,10a-hexahydro-1H-phenanthren-9-one), [BH4-].[Na+] (sodium borohydride), C(C)O (ethanol). Reaction SMILES: [CH3:1][O:2][C:3]1[CH:4]=[C:5]2[C:14](=[CH:15][CH:16]=1)[C:13](=[O:17])[CH:12]([C:18]1[CH:23]=[CH:22][C:21]([O:24][CH3:25])=[CH:20][CH:19]=1)[CH:11]1[CH:6]2[CH2:7][CH2:8][CH2:9][CH2:10]1.[BH4-].[Na+].C(O)C>O1CCCC1>[CH3:1][O:2][C:3]1[CH:4]=[C:5]2[C:14](=[CH:15][CH:16]=1)[CH:13]([OH:17])[CH:12]([C:18]1[CH:23]=[CH:22][C:21]([O:24][CH3:25])=[CH:20][CH:19]=1)[CH:11]1[CH:6]2[CH2:7][CH2:8][CH2:9][CH2:10]1 |f:1.2|.